From a dataset of the Open Reaction Database (ORD), a public repository of structured organic reaction records. describe an organic reaction: reactants, conditions, products, and yield Starting materials: C[Si](Cl)(C)C (trimethylchlorosilane), SC1=NN=NN1C (5-mercapto-1-methyltetrazole), C(C)N(C(C)C)C(C)C (N-ethyl-N,N-diisopropylamine), 7β-(D-α-tert.butoxycarbonylamino-α-phenyl-acetylamino)-3-(p-toluenesulphonyloxy)-3-cephem-4-carboxylic acid diphenylmethyl ester, CN(C=O)C (dimethylformamide). Solvent: C(C)(=O)OCC (ethyl acetate). Run at time 16 hour. The product is S1C=CCN2[C@H]1CC2=O (2-cephem). Reaction SMILES: C[Si](C)(C)Cl.[SH:6][C:7]1N(C)N=NN=1.[CH2:13]([N:15]([CH:19]([CH3:21])C)[CH:16]([CH3:18])C)C.CN(C)C=[O:25]>C(OCC)(=O)C>[S:6]1[C@@H:16]2[CH2:18][C:13](=[O:25])[N:15]2[CH2:19][CH:21]=[CH:7]1. Reported procedure: 0.049 ml (0.388 mmol) of trimethylchlorosilane, 0.585 g (5.05 mmols) of 5-mercapto-1-methyltetrazole and 0.935 ml (5.43 mmols) of N-ethyl-N,N-diisopropylamine are added to a solution of 2.93 g (3.82 mmols) of 7β-(D-α-tert.butoxycarbonylamino-α-phenyl-acetylamino)-3-(p-toluenesulphonyloxy)-3-cephem-4-carboxylic acid diphenylmethyl ester in 11 ml of dimethylformamide. The red-brown solution is stirred for 16 hours at room temperature under nitrogen, diluted with ethyl acetate and purified by shaki... The product is COc1ccc(-c2coc3cc(OC)ccc3c2=O)c(OC)c1. As a reaction SMILES: [Br:1][c:2]1[cH:3][o:4][c:5]2[cH:6][c:7]([O:13][CH3:14])[cH:8][cH:9][c:10]2[c:11]1=[O:12].[C:38](=[O:39])([O-:40])[O-:41].[CH3:15][O:16][c:17]1[c:18]([B:25]([OH:26])[OH:27])[cH:19][cH:20][c:21]([O:23][CH3:24])[cH:22]1.[CH3:28][c:29]1[cH:30][cH:31][cH:32][cH:33][cH:34]1.[CH3:35][CH2:36][OH:37].[Na+:42].[Na+:43]>>[c:2]1(-[c:18]2[c:17]([O:16][CH3:15])[cH:22][c:21]([O:23][CH3:24])[cH:20][cH:19]2)[cH:3][o:4][c:5]2[cH:6][c:7]([O:13][CH3:14])[cH:8][cH:9][c:10]2[c:11]1=[O:12]. The reactants are COc1ccc2c(=O)c(Br)coc2c1, O=C([O-])[O-], COc1ccc(B(O)O)c(OC)c1, Cc1ccccc1, CCO, [Na+], [Na+]. Starting materials: C(C=C)(=O)OCCCC (butyl acrylate), C(C)(=O)OCC (ethyl acetate), C(C(=C)C)(=O)[O-] (methacrylate), N(=NC(C#N)(CC)C)C(C#N)(CC)C (2,2′-azobis(2-methylbutanenitrile)). Solvent: C1(=CC=CC=C1)C (toluene). Reaction conditions: temperature 60 celsius. Yields the product C(CCC)OC(C=C)=O.C(C(=C)C)(=O)OCC1CO1 (Butylacrylate Glycidyl Methacrylate). As a reaction SMILES: [C:1]([O:5][CH2:6][CH2:7][CH2:8][CH3:9])(=[O:4])[CH:2]=[CH2:3].[C:10]([O-:15])(=[O:14])[C:11]([CH3:13])=[CH2:12].N(C(C)(CC)C#N)=NC(C)(CC)C#N.[C:30]([O:33][CH2:34][CH3:35])(=O)C>C1(C)C=CC=CC=1>[CH2:6]([O:5][C:1](=[O:4])[CH:2]=[CH2:3])[CH2:7][CH2:8][CH3:9].[C:10]([O:15][CH2:35][CH:34]1[O:33][CH2:30]1)(=[O:14])[C:11]([CH3:13])=[CH2:12] |f:5.6|. Procedure: The following were added to a 946 mL bottle: 72.0 g of butyl acrylate (Dow Chemical Co., Midland, Mich.), 48.0 g of glydicyl methacrylate (Sartomer Co. Inc., Easton, Pa.), 0.18 g of 2,2′-azobis(2-methylbutanenitrile) (DuPont, Wilmington, Del.), 140 g of ethyl acetate, and 140 g of toluene. The solution was purged with nitrogen for two minutes at a rate of one liter per minute. The bottle was sealed and placed in a water bath that was maintained at 60° C., for 24 hours. The reaction mixture was 2... The reactants are O(C1=CC=CC=C1)CCC(C)O (4-phenoxy-2-butanol), C1(=CC=C(C=C1)S(=O)(=O)Cl)C (p-toluenesulfonyl chloride), [OH-].[Na+] (sodium hydroxide). Yields the product S(=O)(=O)(OC(C)CCOC1=CC=CC=C1)C1=CC=C(C)C=C1 (4-phenoxy-2-butyl tosylate). The yield is 98.0%. As a reaction SMILES: [O:1]([CH2:8][CH2:9][CH:10]([OH:12])[CH3:11])[C:2]1[CH:7]=[CH:6][CH:5]=[CH:4][CH:3]=1.[C:13]1([CH3:23])[CH:18]=[CH:17][C:16]([S:19](Cl)(=[O:21])=[O:20])=[CH:15][CH:14]=1.[OH-].[Na+]>>[S:19]([C:16]1[CH:17]=[CH:18][C:13]([CH3:23])=[CH:14][CH:15]=1)([O:12][CH:10]([CH2:9][CH2:8][O:1][C:2]1[CH:7]=[CH:6][CH:5]=[CH:4][CH:3]=1)[CH3:11])(=[O:21])=[O:20] |f:2.3|. Procedure details: 10 g of the 4-phenoxy-2-butanol was reacted with 13.9 g of p-toluenesulfonyl chloride in 21.2 ml of 5N-sodium hydroxide in accordance with the method described in Norris, J. Am. Chem. Soc. 38, 642 (1907) to obtain 18.9 g of 4-phenoxy-2-butyl tosylate having a boiling point of 170° C. to 171° C. at 2 mmHg in a yield of 89%. The reactants are [Cl-].CC1=C(N=C(O1)C1=CC2=CC=CC=C2C=C1)C[P+](C1=CC=CC=C1)(C1=CC=CC=C1)C1=CC=CC=C1 ([5-Methyl-2-(2-naphthyl)-4-oxazolylmethyl]triphenylphosphonium chloride), ice water, [H-].[Na+] (sodium hydride), C(=O)C1=CC=C(C(=O)OC)C=C1 (methyl 4-formylbenzoate). Solvent: CN(C)C=O (DMF). The product is CC1=C(N=C(O1)C1=CC2=CC=CC=C2C=C1)/C=C/C1=CC=C(C(=O)OC)C=C1 (methyl (E)-4-[2-[5-methyl-2-(2-naphthyl)-4-oxazolyl]vinyl]benzoate). The yield is 78.9%. Reaction SMILES: [Cl-].[CH3:2][C:3]1[O:7][C:6]([C:8]2[CH:17]=[CH:16][C:15]3[C:10](=[CH:11][CH:12]=[CH:13][CH:14]=3)[CH:9]=2)=[N:5][C:4]=1[CH2:18][P+](C1C=CC=CC=1)(C1C=CC=CC=1)C1C=CC=CC=1.[H-].[Na+].[CH:40]([C:42]1[CH:51]=[CH:50][C:45]([C:46]([O:48][CH3:49])=[O:47])=[CH:44][CH:43]=1)=O>CN(C=O)C>[CH3:2][C:3]1[O:7][C:6]([C:8]2[CH:17]=[CH:16][C:15]3[C:10](=[CH:11][CH:12]=[CH:13][CH:14]=3)[CH:9]=2)=[N:5][C:4]=1/[CH:18]=[CH:40]/[C:42]1[CH:51]=[CH:50][C:45]([C:46]([O:48][CH3:49])=[O:47])=[CH:44][CH:43]=1 |f:0.1,2.3|. Reported procedure: [5-Methyl-2-(2-naphthyl)-4-oxazolylmethyl]triphenylphosphonium chloride (18.4 g) was suspended in DMF (200 ml), and sodium hydride (60% in oil, 1.42 g) was added little by little at 0° C. After mixture stirring at room temperature for1 hour, methyl 4-formylbenzoate (5.80 g) was added, followed by stirring for 3 hours. The reaction mixture was poured over ice-water; the resulting crystal was collected by filtration. The crystal was then purified by silica gel column chromatography to yield methyl... Reactants: BrCCBr (1,2-Dibromoethane), [Mg] (magnesium), [OH-].[NH4+] (ammonium hydroxide), CN1CCC(CC1)Cl (N-methyl-4-chloropiperidine), ice water, BrC=1C=C2C3=C(C=NC4=C(N3CC2)C=CC(=C4)Br)C1 (4,9-dibromo-1,2-dihydrobenzo[b]pyrrolo[3,2,1-jk][1,4]benzodiazepine). Solvent: O1CCCC1 (tetrahydrofuran), ClCCl (dichloromethane), O1CCCC1 (tetrahydrofuran), O1CCCC1 (tetrahydrofuran). Run at time 1 hour. The product is BrC=1C=C2C3=C(C(NC4=C(N3CC2)C=CC(=C4)Br)C4CCN(CC4)C)C1 (4,9-Dibromo-6-(1-methylpiperidin-4-yl)-1,2,6,7-tetrahydrobenzo[b]pyrrolo[3,2,1-jk][1,4]benzodiazepine). RXN SMILES: BrCCBr.[Mg].[CH3:6][N:7]1[CH2:12][CH2:11][CH:10](Cl)[CH2:9][CH2:8]1.[Br:14][C:15]1[CH:16]=[C:17]2[CH2:26][CH2:25][N:24]3[C:18]2=[C:19]([CH:32]=1)[CH:20]=[N:21][C:22]1[CH:30]=[C:29]([Br:31])[CH:28]=[CH:27][C:23]=13.[OH-].[NH4+]>O1CCCC1.ClCCl>[Br:14][C:15]1[CH:16]=[C:17]2[CH2:26][CH2:25][N:24]3[C:18]2=[C:19]([CH:32]=1)[CH:20]([CH:10]1[CH2:11][CH2:12][N:7]([CH3:6])[CH2:8][CH2:9]1)[NH:21][C:22]1[CH:30]=[C:29]([Br:31])[CH:28]=[CH:27][C:23]=13 |f:4.5|. Reported procedure: 1,2-Dibromoethane (0.5 ml) was added to a refluxing slurry of magnesium chips (6 gm) in tetrahydrofuran (70 ml) to initiate a Grignard reaction. A solution of N-methyl-4-chloropiperidine (35 ml) in tetrahydrofuran (100 ml) was added rapidly. The reaction mixture was refluxed for 2 hours, during which a white precipitate formed. The mixture was cooled to room temperature and transferred to a flask containing 4,9-dibromo-1,2-dihydrobenzo[b]pyrrolo[3,2,1-jk][1,4]benzodiazepine (20 gm) in tetrahydro... Run in CC#N (MeCN). As a reaction SMILES: CS([C:5]1[N:10]=[C:9]([C:11]2[CH:16]=[CH:15][C:14]([S:17]([CH3:20])(=[O:19])=[O:18])=[CH:13][CH:12]=2)[CH:8]=[C:7]([C:21]([F:24])([F:23])[F:22])[N:6]=1)(=O)=O.[CH:25]1([NH2:31])[CH2:30][CH2:29][CH2:28][CH2:27][CH2:26]1>CC#N>[CH:25]1([NH:31][C:5]2[N:10]=[C:9]([C:11]3[CH:16]=[CH:15][C:14]([S:17]([CH3:20])(=[O:19])=[O:18])=[CH:13][CH:12]=3)[CH:8]=[C:7]([C:21]([F:24])([F:23])[F:22])[N:6]=2)[CH2:30][CH2:29][CH2:28][CH2:27][CH2:26]1. The reactants are CS(=O)(=O)C1=NC(=CC(=N1)C1=CC=C(C=C1)S(=O)(=O)C)C(F)(F)F (2-(methylsulfonyl)-4-[4-(methylsulfonyl)phenyl]-6-(trifluoromethyl)pyrimidine), C1(CCCCC1)N (cyclohexylamine), resultant solution. Reported procedure: To a stirred solution of 2-(methylsulfonyl)-4-[4-(methylsulfonyl)phenyl]-6-(trifluoromethyl)pyrimidine (0.50 g, 1.31 mmol) in MeCN (10 ml) was added cyclohexylamine (0.50 ml) and the resultant solution heated under reflux for 26 h. The cooled reaction mixture was concentrated in vacuo and the residue partitioned between 2N HCl and ethyl acetate. The organic phase was separated, washed with 2N HCl then water and concentrated in vacuo to an off-white solid. This solid was crystalised from 5% AcOH/... Yields the product C1(CCCCC1)NC1=NC(=CC(=N1)C1=CC=C(C=C1)S(=O)(=O)C)C(F)(F)F (N-cyclohexyl-4-[4-(methylsulfonyl)phenyl]-6-(trifluoromethyl)pyrimidin-2-amine). The yield is 52.0%. RXN SMILES: [CH3:1][O:2][C:3]1[CH:8]=[C:7]([C:9]([OH:11])=O)[CH:6]=[C:5]([O:12][CH3:13])[C:4]=1[C:14]1[CH:19]=[CH:18][CH:17]=[CH:16][CH:15]=1.Cl.[CH3:21][C:22]([CH3:49])([CH3:48])[C:23]([O:25][CH2:26][N:27]1[N:31]=[N:30][C:29]([C:32]2[CH:33]=[C:34]3[C:44](=[CH:45][CH:46]=2)[O:43][C:37]2([CH2:42][CH2:41][NH:40][CH2:39][CH2:38]2)[CH2:36][C:35]3=[O:47])=[N:28]1)=[O:24].CCN=C=NCCCN(C)C.C1C=CC2N(O)N=NC=2C=1>O.CN(C=O)C.C(N(CC)CC)C>[CH3:21][C:22]([CH3:49])([CH3:48])[C:23]([O:25][CH2:26][N:27]1[N:31]=[N:30][C:29]([C:32]2[CH:33]=[C:34]3[C:44](=[CH:45][CH:46]=2)[O:43][C:37]2([CH2:38][CH2:39][N:40]([C:9]([C:7]4[CH:6]=[C:5]([O:12][CH3:13])[C:4]([C:14]5[CH:19]=[CH:18][CH:17]=[CH:16][CH:15]=5)=[C:3]([O:2][CH3:1])[CH:8]=4)=[O:11])[CH2:41][CH2:42]2)[CH2:36][C:35]3=[O:47])=[N:28]1)=[O:24] |f:1.2|. Procedure details: Triethylamine (0.23 mL) and water (2.0 mL) were added to a DMF (6.0 mL) solution of 2,6-dimethoxy-biphenyl-4-carboxylic acid (258 mg), [5-(4-oxospiro[chroman-2,4′-piperidin]-6-yl)-tetrazol-2-yl]methyl 2,2-dimethylpropanoate hydrochloride (500 mg), WSC (288 mg) and HOBT (202 mg), and stirred at 90° C. for 1 hour. Water was added to it at room temperature, and a white precipitate was thus obtained. This was dried under reduced pressure to obtain the title compound as a colorless solid. 1H-NMR (400... Solvent: O (Water), CN(C)C=O (DMF), O (water), C(C)N(CC)CC (Triethylamine). Reaction conditions: temperature 90 celsius, time 1 hour. Reactants: COC1=C(C(=CC(=C1)C(=O)O)OC)C1=CC=CC=C1 (2,6-dimethoxy-biphenyl-4-carboxylic acid), Cl.CC(C(=O)OCN1N=C(N=N1)C=1C=C2C(CC3(CCNCC3)OC2=CC1)=O)(C)C ([5-(4-oxospiro[chroman-2,4′-piperidin]-6-yl)-tetrazol-2-yl]methyl 2,2-dimethylpropanoate hydrochloride), CCN=C=NCCCN(C)C (WSC), C=1C=CC2=C(C1)N=NN2O (HOBT). Yields the product CC(C(=O)OCN1N=C(N=N1)C=1C=C2C(CC3(CCN(CC3)C(=O)C3=CC(=C(C(=C3)OC)C3=CC=CC=C3)OC)OC2=CC1)=O)(C)C ([5-(1′-{[2,6-Dimethoxybiphenyl-4-yl]carbonyl}-4-oxospiro[chroman-2,4′-piperidin]-6-yl)-tetrazol-2-yl]methyl 2,2-dimethylpropanoate). Starting materials: C1(CCCCC1)P(C1=C(C=CC=C1OC(C)C)OC(C)C)C1CCCCC1 (dicyclohexyl(2,6-diisopropoxyphenyl)phosphine), [OH-].[K+] (potassium hydroxide), COC=1C=C(C=C(C1)OC)Cl (3,5-dimethoxychlorobenzene), C1(=CC=CC=C1)N (phenylamine), C1(=CC=CC=C1)C (toluene). Reagents/catalysts: C(C)(=O)[O-].[Pd+2].C(C)(=O)[O-] (palladium acetate). Product: C1(=CC=CC=C1)N(C)C1=CC(=CC(=C1)C)C (N-phenyl-N-methyl-3,5-dimethylphenylamine). Isolated yield 93.0%. As a reaction SMILES: [CH:1]1(P(C2CCCCC2)C2C(OC(C)C)=CC=CC=2OC(C)C)CCCCC1.[OH-].[K+].CO[C:32]1[CH:33]=[C:34](Cl)[CH:35]=[C:36](OC)[CH:37]=1.[C:41]1([NH2:47])C=CC=CC=1.[C:48]1([CH3:54])[CH:53]=[CH:52][CH:51]=[CH:50][CH:49]=1>C([O-])(=O)C.[Pd+2].C([O-])(=O)C>[C:32]1([N:47]([C:50]2[CH:51]=[C:52]([CH3:1])[CH:53]=[C:48]([CH3:54])[CH:49]=2)[CH3:41])[CH:33]=[CH:34][CH:35]=[CH:36][CH:37]=1 |f:1.2,6.7.8|. Reported procedure: Under the protection of nitrogen, 0.05 equivalent of palladium acetate, 0.075 equivalent of dicyclohexyl(2,6-diisopropoxyphenyl)phosphine tetrafluoborate, 2.0 equivalent of potassium hydroxide, 1.0 equivalent of 3,5-dimethoxychlorobenzene and 1.2 equivalent of phenylamine were reacted in toluene at 110° C. for 3 hours. N-phenyl-N-methyl-3,5-dimethylphenylamine was obtained with a yield of 93%.